Task: describe an organic reaction: reactants, conditions, products, and yield. Dataset: the Open Reaction Database (ORD), a public repository of structured organic reaction records The reactants are FC1=C(CN2N=C(C=3C2=NC=CC3)C(NN)=N)C=CC=C1 (1-(2-Fluorobenzyl)-1H-pyrazolo[3,4-b]pyridine-3-carboximidohydrazide), CC(C(=O)OC)(C(C(=O)OC)=O)C (dimethyl 2,2-dimethyl-3-oxobutanedioate). Solvent: C(C)O (ethanol). Yields the product FC1=C(CN2N=C(C=3C2=NC=CC3)C=3N=NC(=C(N3)O)C(C(=O)OC)(C)C)C=CC=C1 (Methyl 2-{3-[1-(2-fluorobenzyl)-1H-pyrazolo[3,4-b]pyridin-3-yl]-5-hydroxy-1,2,4-triazin-6-yl}-2-methylpropanoate). RXN SMILES: [F:1][C:2]1[CH:21]=[CH:20][CH:19]=[CH:18][C:3]=1[CH2:4][N:5]1[C:9]2=[N:10][CH:11]=[CH:12][CH:13]=[C:8]2[C:7]([C:14](=[NH:17])[NH:15][NH2:16])=[N:6]1.[CH3:22][C:23]([CH3:34])([C:28](=O)[C:29](OC)=[O:30])[C:24]([O:26][CH3:27])=[O:25]>C(O)C>[F:1][C:2]1[CH:21]=[CH:20][CH:19]=[CH:18][C:3]=1[CH2:4][N:5]1[C:9]2=[N:10][CH:11]=[CH:12][CH:13]=[C:8]2[C:7]([C:14]2[N:15]=[N:16][C:28]([C:23]([CH3:34])([CH3:22])[C:24]([O:26][CH3:27])=[O:25])=[C:29]([OH:30])[N:17]=2)=[N:6]1. Procedure details: 6.00 g (14.562 mmol) of the compound from Example 23A were dissolved in 70 ml of ethanol, and 2.740 g (14.562 mmol) of dimethyl 2,2-dimethyl-3-oxobutanedioate (described in J. Am. Chem. Soc. 124(14), 3680-3691; 2002) were added. The mixture was heated at reflux overnight. After cooling, the solid was filtered off with suction and washed with a little ethanol, and the filtrate was concentrated and dried under high vacuum. The reactants are CCC1c2cc(F)ccc2-c2cc(Br)ccc2N1S(=O)(=O)c1ccc(OC)cc1, [Li]CCCC, CCCCCC, [Cl-], Cl, CI, [Na+], C1CCOC1. Product: CCC1c2cc(F)ccc2-c2cc(C)ccc2N1S(=O)(=O)c1ccc(OC)cc1. RXN SMILES: [Br:1][c:2]1[cH:3][c:4]2[c:13]([cH:14][cH:15]1)[N:12]([S:16](=[O:17])(=[O:18])[c:19]1[cH:20][cH:21][c:22]([O:25][CH3:26])[cH:23][cH:24]1)[CH:11]([CH2:27][CH3:28])[c:10]1[c:5]-2[cH:6][cH:7][c:8]([F:29])[cH:9]1.[CH2:30]([Li:31])[CH2:32][CH2:33][CH3:34].[CH3:35][CH2:36][CH2:37][CH2:38][CH2:39][CH3:40].[Cl-:45].[ClH:43].[I:41][CH3:42].[Na+:44].[O:46]1[CH2:47][CH2:48][CH2:49][CH2:50]1>>[c:2]1([CH3:30])[cH:3][c:4]2[c:13]([cH:14][cH:15]1)[N:12]([S:16](=[O:17])(=[O:18])[c:19]1[cH:20][cH:21][c:22]([O:25][CH3:26])[cH:23][cH:24]1)[CH:11]([CH2:27][CH3:28])[c:10]1[c:5]-2[cH:6][cH:7][c:8]([F:29])[cH:9]1. Starting materials: N1=C(C=CC=C1)SSCCC(=O)O (3-(Pyridin-2-yldisulfanyl)propionic acid), C1COCCOCCOCCOCCOCCO1 (18-crown-6), C(=O)([O-])[O-].[K+].[K+] (K2CO3), BrCC=1C(=C(C=CC1)/C=C/CO)[N+](=O)[O-] ((E)-3-(3-Bromomethyl-2-nitrophenyl)prop-2-en-1-ol), [Na+].[I-] (NaI). Reaction SMILES: [N:1]1[CH:6]=[CH:5][CH:4]=[CH:3][C:2]=1[S:7][S:8][CH2:9][CH2:10][C:11]([OH:13])=[O:12].C1OCCOCCOCCOCCOCCOC1.C([O-])([O-])=O.[K+].[K+].Br[CH2:39][C:40]1[C:41]([N+:50]([O-:52])=[O:51])=[C:42](/[CH:46]=[CH:47]/[CH2:48][OH:49])[CH:43]=[CH:44][CH:45]=1.[Na+].[I-]>C1C=CC=CC=1.C(Cl)Cl>[N:1]1[CH:6]=[CH:5][CH:4]=[CH:3][C:2]=1[S:7][S:8][CH2:9][CH2:10][C:11]([O:13][CH2:39][C:40]1[CH:45]=[CH:44][CH:43]=[C:42](/[CH:46]=[CH:47]/[CH2:48][OH:49])[C:41]=1[N+:50]([O-:52])=[O:51])=[O:12] |f:2.3.4,6.7|. The product is N1=C(C=CC=C1)SSCCC(=O)OCC1=C(C(=CC=C1)\C=C\CO)[N+](=O)[O-] (3-((E)-3-hydroxyprop-1-enyl)-2-nitrobenzyl 3-(pyridin-2-yldisulfanyl)-propionate). Isolated yield 68.6%. Conditions: temperature 50 celsius, time 1 hour. Run in C1=CC=CC=C1 (benzene), C(Cl)Cl (CH2Cl2). Reported procedure: To acid 20 (40.0 mg, 0.18 mmol) in benzene (0.3 mL) was added 18-crown-6 (48.0 mg, 0.18 mmol) and K2CO3 (23.1 mg, 0.18 mmol). The mixture was stirred for 1 h and alcohol 18 (41.0 mg, 0.15 mmol) was added followed by NaI (27.2 mg, 0.18 mmol). The reaction mixture was heated to 50° C. for 3 h, and then cooled. The mixture was diluted with CH2Cl2 (1.0 mL), washed with saturated NaHCO3 solution (3.0 mL), extracted with CH2Cl2 (3×3.0 mL), drying over anhydrous Na2SO4, and concentration under reduced ... The reactants are C1=CC=C(C=C1)CBr (BnBr), alcohol, [H-].[Na+] (NaH), CN(C)C=O (DMF). Reaction conditions: time 8 hour. Product: CC(CCOCC1=CC=CC=C1)=C (((3-methylbut-3-enyloxy)methyl)benzene). RXN SMILES: [CH:1]1[CH:6]=[CH:5][C:4]([CH2:7]Br)=[CH:3][CH:2]=1.[H-].[Na+].CN([CH:14]=[O:15])C>>[CH3:5][C:4](=[CH2:3])[CH2:7][CH2:14][O:15][CH2:7][C:4]1[CH:5]=[CH:6][CH:1]=[CH:2][CH:3]=1 |f:1.2|. Reported procedure: BnBr was added to the mixture of alcohol and NaH in DMF cooled in an ice bath. The mixture was stirred at room temperature overnight and the solid was filtered. The solvent was removed and the residue was purified by column chromatography to give compound 1. Starting materials: C(=O)C1=C(C=C(OC2CN(C2)C(=O)OC(C)(C)C)C=C1)C (tert-Butyl 3-(4-formyl-3-methylphenoxy)azetidine-1-carboxylate), CC1(CCNCC1)CO ((4-methylpiperidin-4-yl)methanol), C(C)(=O)O[BH-](OC(C)=O)OC(C)=O.[Na+] (sodium triacetoxyborohydride), CCN(C(C)C)C(C)C (DIPEA). Run in C(Cl)Cl (DCM). Reaction conditions: time 20 minute. Product: OCC1(CCN(CC1)CC1=C(C=C(OC2CN(C2)C(=O)OC(C)(C)C)C=C1)C)C (tert-Butyl 3-(4-((4-(hydroxymethyl)-4-methylpiperidin-1-yl)methyl)-3-methylphenoxy)azetidine-1-carboxylate). Isolated yield 74.4%. Reaction SMILES: [CH:1]([C:3]1[CH:20]=[CH:19][C:6]([O:7][CH:8]2[CH2:11][N:10]([C:12]([O:14][C:15]([CH3:18])([CH3:17])[CH3:16])=[O:13])[CH2:9]2)=[CH:5][C:4]=1[CH3:21])=O.[CH3:22][C:23]1([CH2:29][OH:30])[CH2:28][CH2:27][NH:26][CH2:25][CH2:24]1.CCN(C(C)C)C(C)C.C(O[BH-](OC(=O)C)OC(=O)C)(=O)C.[Na+]>C(Cl)Cl>[OH:30][CH2:29][C:23]1([CH3:22])[CH2:28][CH2:27][N:26]([CH2:1][C:3]2[CH:20]=[CH:19][C:6]([O:7][CH:8]3[CH2:11][N:10]([C:12]([O:14][C:15]([CH3:18])([CH3:17])[CH3:16])=[O:13])[CH2:9]3)=[CH:5][C:4]=2[CH3:21])[CH2:25][CH2:24]1 |f:3.4|. Procedure: To a solution of 69A (3.00 g, 10.3 mmol) in DCM (50 mL) was added (4-methylpiperidin-4-yl)methanol (2.56 g, 15.5 mmol) followed by DIPEA (3.60 mL, 20.6 mmol). The reaction mixture was stirred at RT for 20 min and then sodium triacetoxyborohydride (6.55 g, 30.9 mmol) was added. The mixture was stirred at RT overnight and then washed with a saturated aqueous solution of Na2CO3. The aqueous layer was extracted several times with DCM. The organic layers were filtered through a phase separator and th... Reactants: Cc1cc2c(nc1Br)CCCCC2, [Li]CCCC, CCCCCC, Cc1ccccc1, O, O=Cc1cccs1. Product: Cc1cc2c(nc1C(O)c1cccs1)CCCCC2. As a reaction SMILES: [Br:6][c:7]1[c:8]([CH3:18])[cH:9][c:10]2[c:11]([n:12]1)[CH2:13][CH2:14][CH2:15][CH2:16][CH2:17]2.[CH2:1]([Li:2])[CH2:3][CH2:4][CH3:5].[CH3:27][CH2:28][CH2:29][CH2:30][CH2:31][CH3:32].[CH3:33][c:34]1[cH:35][cH:36][cH:37][cH:38][cH:39]1.[OH2:26].[s:19]1[c:20]([CH:24]=[O:25])[cH:21][cH:22][cH:23]1>>[c:7]1([CH:24]([c:20]2[s:19][cH:23][cH:22][cH:21]2)[OH:25])[c:8]([CH3:18])[cH:9][c:10]2[c:11]([n:12]1)[CH2:13][CH2:14][CH2:15][CH2:16][CH2:17]2. The reactants are C(#N)C1=CC=C(C=C1)N1C(OC(C1)CN1CCN(CC1)C(CC(=O)OCC)C(=O)OCC)=O (3-(4-cyanophenyl)-5-[4-(1,2-diethoxycarbonylethyl)piperazinomethyl)oxazolidin-2-one), C(#N)C1=CC=C(N)C=C1 (4-cyanoaniline), O1C(CO)C1 (2,3-epoxypropan-1-ol), C(#N)C1=CC=C(C=C1)NCC(CO)O (N-[4-cyanophenyl]-2,3-dihydroxypropylamine), C(OCC)(OCC)=O (diethyl carbonate), CC(C)([O-])C (tert-butoxide). The product is C(#N)C1=CC=C(C=C1)N1C(OC(C1)CO)=O (3-(4-cyano-phenyl)-5-hydroxymethyloxazolidin-2-one). Reaction SMILES: [C:1]([C:3]1[CH:8]=[CH:7][C:6]([N:9]2[CH2:13][CH:12]([CH2:14]N3CCN(C(C(OCC)=O)CC(OCC)=O)CC3)[O:11][C:10]2=[O:33])=[CH:5][CH:4]=1)#[N:2].C(C1C=CC(N)=CC=1)#N.[O:43]1CC1CO.C(C1C=CC(NCC(O)CO)=CC=1)#N.C(=O)(OCC)OCC.CC(C)([O-])C>>[C:1]([C:3]1[CH:4]=[CH:5][C:6]([N:9]2[CH2:13][CH:12]([CH2:14][OH:43])[O:11][C:10]2=[O:33])=[CH:7][CH:8]=1)#[N:2]. Reported procedure: 1.3 g of 3-(4-cyanophenyl)-5-[4-(1,2-diethoxycarbonylethyl)piperazinomethyl)oxazolidin-2-one [obtainable by reaction of 4-cyanoaniline with 2,3-epoxypropan-1-ol to give N-[4-cyanophenyl]-2,3-dihydroxypropylamine, reaction with diethyl carbonate in the presence of K tert-butoxide to give 3-(4-cyano-phenyl)-5-hydroxymethyloxazolidin-2-one, subsequent esterification with methanesulfonyl chloride and reaction with "B"] and 1.1 g of hydroxylamine hydrochloride are boiled for 2 hours in 125 ml of etha...